Dataset: the Open Reaction Database (ORD), a public repository of structured organic reaction records. Task: describe an organic reaction: reactants, conditions, products, and yield Reactants: COC(=O)C(Cc1ccccc1)NC(=O)CN1C(=O)C(C(C)C)N(C(C)=O)C=C1c1ccccc1, CCO, [Na+], [OH-]. The product is CC(=O)N1C=C(c2ccccc2)N(CC(=O)NC(Cc2ccccc2)C(=O)O)C(=O)C1C(C)C. Reaction SMILES: [C:3]([CH3:4])(=[O:5])[N:6]1[CH:7]([CH:35]([CH3:36])[CH3:37])[C:8](=[O:34])[N:9]([CH2:18][C:19](=[O:20])[NH:21][CH:22]([C:23](=[O:24])[O:25][CH3:26])[CH2:27][c:28]2[cH:29][cH:30][cH:31][cH:32][cH:33]2)[C:10]([c:12]2[cH:13][cH:14][cH:15][cH:16][cH:17]2)=[CH:11]1.[CH3:38][CH2:39][OH:40].[Na+:2].[OH-:1]>>[C:3]([CH3:4])(=[O:5])[N:6]1[CH:7]([CH:35]([CH3:36])[CH3:37])[C:8](=[O:34])[N:9]([CH2:18][C:19](=[O:20])[NH:21][CH:22]([C:23](=[O:24])[OH:25])[CH2:27][c:28]2[cH:29][cH:30][cH:31][cH:32][cH:33]2)[C:10]([c:12]2[cH:13][cH:14][cH:15][cH:16][cH:17]2)=[CH:11]1.